From a dataset of the Open Reaction Database (ORD), a public repository of structured organic reaction records. describe an organic reaction: reactants, conditions, products, and yield The reactants are S1C(=CC=C1)CC(=O)NC1[C@@H]2N(C(=C(CS2)C(C)OCC2=CC=CC=C2)C(=O)OC(C2=CC=CC=C2)C2=CC=CC=C2)C1=O (diphenylmethyl 7-(2-thienylacetamido)-3-(1-benzyloxyethyl)-3-cephem-4-carboxylate), C1(=CC=CC=C1)OC (anisole), FC(C(=O)O)(F)F (trifluoroacetic acid). The solvent is C(Cl)Cl (methylene chloride). Conditions: time 15 minute. Product: S1C(=CC=C1)CC(=O)NC1[C@@H]2N(C(=C(CS2)C(C)OC(C2=CC=CC=C2)=O)C(=O)O)C1=O (7-(2-thienylacetamido)-3-(1-benzoyloxyethyl)-3-cephem-4-carboxylic acid). As a reaction SMILES: [S:1]1[CH:5]=[CH:4][CH:3]=[C:2]1[CH2:6][C:7]([NH:9][CH:10]1[C:43](=[O:44])[N:12]2[C:13]([C:27]([O:29]C(C3C=CC=CC=3)C3C=CC=CC=3)=[O:28])=[C:14]([CH:17]([O:19][CH2:20][C:21]3[CH:26]=[CH:25][CH:24]=[CH:23][CH:22]=3)[CH3:18])[CH2:15][S:16][C@H:11]12)=[O:8].C1([O:51]C)C=CC=CC=1.FC(F)(F)C(O)=O>C(Cl)Cl>[S:1]1[CH:5]=[CH:4][CH:3]=[C:2]1[CH2:6][C:7]([NH:9][CH:10]1[C:43](=[O:44])[N:12]2[C:13]([C:27]([OH:29])=[O:28])=[C:14]([CH:17]([O:19][C:20](=[O:51])[C:21]3[CH:26]=[CH:25][CH:24]=[CH:23][CH:22]=3)[CH3:18])[CH2:15][S:16][C@H:11]12)=[O:8]. Procedure details: To a solution of diphenylmethyl 7-(2-thienylacetamido)-3-(1-benzyloxyethyl)-3-cephem-4-carboxylate (stereoisomer A: 160 mg) in methylene chloride (1.6 ml) are added anisole (0.32 ml) and trifluoroacetic acid (0.32 ml). After 15 minutes, the reaction mixture is evaporated to dryness, and the obtained residue is dissolved in ethyl acetate. The solution is extracted with aqueous sodium hydrogen carbonate solution. The extract solution is evaporated with ethyl acetate, cooled with ice, stirred and n... Starting materials: CN(C=O)C (N,N-dimethylformamide), NC1=C(C=C(C(=N1)N1C=C(C(C2=CC(=C(C(=C12)Cl)F)F)=O)C(=O)O)F)F (1-(6-amino-3,5-difluoropyridin-2-yl)-8-chloro-6,7-difluoro-4-oxo-1,4-dihydroquinoline-3-carboxylic acid), Cl.Cl.NC1CNC1 (3-aminoazetidine dihydrochloride), CN1CCCC1 (N-methylpyrrolidine). Run in C(C)O (ethanol). Run at temperature 90 celsius, time 1 hour. Yields the product NC1CN(C1)C1=C(C=C2C(C(=CN(C2=C1Cl)C1=NC(=C(C=C1F)F)N)C(=O)O)=O)F (7-(3-aminoazetidin-1-yl)-1-(6-amino-3,5-difluoropyridin-2-yl)-8-chloro-6-fluoro-4-oxo-1,4-dihydroquinoline-3-carboxylic acid). The yield is 75.8%. RXN SMILES: CN(C)C=O.[NH2:6][C:7]1[N:12]=[C:11]([N:13]2[C:22]3[C:17](=[CH:18][C:19]([F:25])=[C:20](F)[C:21]=3[Cl:23])[C:16](=[O:26])[C:15]([C:27]([OH:29])=[O:28])=[CH:14]2)[C:10]([F:30])=[CH:9][C:8]=1[F:31].Cl.Cl.[NH2:34][CH:35]1[CH2:38][NH:37][CH2:36]1.CN1CCCC1>C(O)C>[NH2:34][CH:35]1[CH2:38][N:37]([C:20]2[C:21]([Cl:23])=[C:22]3[C:17]([C:16](=[O:26])[C:15]([C:27]([OH:29])=[O:28])=[CH:14][N:13]3[C:11]3[C:10]([F:30])=[CH:9][C:8]([F:31])=[C:7]([NH2:6])[N:12]=3)=[CH:18][C:19]=2[F:25])[CH2:36]1 |f:2.3.4|. Reported procedure: To 350 mg of N,N-dimethylformamide were added 100 mg of 1-(6-amino-3,5-difluoropyridin-2-yl)-8-chloro-6,7-difluoro-4-oxo-1,4-dihydroquinoline-3-carboxylic acid, 80 mg of 3-aminoazetidine dihydrochloride and 150 mg of N-methylpyrrolidine, and the mixture was stirred at 90° C. for 1 hour. After adding 1 ml of ethanol, the mixture was allowed to cool, and the precipitate was collected by filtration and washed with ethanol and diisopropylether successively to obtain 86 mg of the title compound as a ... Reactants: N1=CC=C(C=C1)N (4-pyridyl amine), CC1(C2=C(C(=CC=C2)P(C3=CC=CC=C3)C4=CC=CC=C4)OC5=C(C=CC=C51)P(C6=CC=CC=C6)C7=CC=CC=C7)C (Xantphos), C1(=CC=C(C=C1)CN1N=C2N(C(N(C(C2=C1I)=O)C)=O)CC(C)C)C1=CC=CC=C1 (2-(biphenyl-4-ylmethyl)-3-iodo-7-isobutyl-5-methyl-2H-pyrazolo[3,4-d]pyrimidine-4,6(5H,7H)-dione), C(C)(C)(C)O[K] (tBuOK). Reagents/catalysts: C=1C=CC(=CC1)/C=C/C(=O)/C=C/C2=CC=CC=C2.C=1C=CC(=CC1)/C=C/C(=O)/C=C/C2=CC=CC=C2.C=1C=CC(=CC1)/C=C/C(=O)/C=C/C2=CC=CC=C2.[Pd].[Pd] (Pd2(dba)3). Run at temperature 150 celsius. Yields the product C1(=CC=C(C=C1)CN1N=C2N(C(N(C(C2=C1NC1=CC=NC=C1)=O)C)=O)CC(C)C)C1=CC=CC=C1 (2-(biphenyl-4-ylmethyl)-7-isobutyl-5-methyl-3-(pyridin-4-ylamino)-2H-pyrazolo[3,4-d]pyrimidine-4,6(5H,7H)-dione). RXN SMILES: [C:1]1([C:25]2[CH:30]=[CH:29][CH:28]=[CH:27][CH:26]=2)[CH:6]=[CH:5][C:4]([CH2:7][N:8]2[C:16](I)=[C:15]3[C:10]([N:11]([CH2:21][CH:22]([CH3:24])[CH3:23])[C:12](=[O:20])[N:13]([CH3:19])[C:14]3=[O:18])=[N:9]2)=[CH:3][CH:2]=1.[N:31]1[CH:36]=[CH:35][C:34]([NH2:37])=[CH:33][CH:32]=1.CC1(C)C2C(=C(P(C3C=CC=CC=3)C3C=CC=CC=3)C=CC=2)OC2C(P(C3C=CC=CC=3)C3C=CC=CC=3)=CC=CC1=2.C(O[K])(C)(C)C>C1C=CC(/C=C/C(/C=C/C2C=CC=CC=2)=O)=CC=1.C1C=CC(/C=C/C(/C=C/C2C=CC=CC=2)=O)=CC=1.C1C=CC(/C=C/C(/C=C/C2C=CC=CC=2)=O)=CC=1.[Pd].[Pd]>[C:1]1([C:25]2[CH:30]=[CH:29][CH:28]=[CH:27][CH:26]=2)[CH:6]=[CH:5][C:4]([CH2:7][N:8]2[C:16]([NH:37][C:34]3[CH:35]=[CH:36][N:31]=[CH:32][CH:33]=3)=[C:15]3[C:10]([N:11]([CH2:21][CH:22]([CH3:24])[CH3:23])[C:12](=[O:20])[N:13]([CH3:19])[C:14]3=[O:18])=[N:9]2)=[CH:3][CH:2]=1 |f:4.5.6.7.8|. Procedure: 2-(biphenyl-4-ylmethyl)-3-iodo-7-isobutyl-5-methyl-2H-pyrazolo[3,4-d]pyrimidine-4,6(5H,7H)-dione (13.6 mg, 0.026 mmol) is dissolved in anhydrous and degassed THF, and then 4-pyridyl amine (13 mg, 0.132 mmol), Pd2(dba)3 (12 mg, 0.013 mmol) and Xantphos (9 mg, 0.016 mmol) are added, followed by tBuOK (7.5 mg, 0.065 mmol). The reaction mixture is heated in microwave at 150° C. for 40 minutes. After cooling and filtration, the filtrate is purified by a semi-preparative HPLC to give product. MS (ESI)... Reactants: CC(=O)OCCn1ncc(Br)c1-c1ccncc1, CC(=O)OCCn1cc(Br)c(-c2ccncc2)n1, CO, [Na+], [OH-], O. Yields the product OCCn1cc(Br)c(-c2ccncc2)n1. As a reaction SMILES: [C:19]([O:20][CH2:21][CH2:22][n:23]1[c:24](-[c:25]2[cH:26][cH:27][n:28][cH:29][cH:30]2)[c:31]([Br:32])[cH:33][n:34]1)(=[O:35])[CH3:36].[C:1](=[O:2])([CH3:3])[O:4][CH2:5][CH2:6][n:7]1[n:8][c:9](-[c:13]2[cH:14][cH:15][n:16][cH:17][cH:18]2)[c:10]([Br:12])[cH:11]1.[CH3:40][OH:41].[Na+:39].[OH-:38].[OH2:37]>>[OH:4][CH2:5][CH2:6][n:7]1[n:8][c:9](-[c:13]2[cH:14][cH:15][n:16][cH:17][cH:18]2)[c:10]([Br:12])[cH:11]1. Reactants: P(=O)(Cl)(Cl)Cl (Phosphorus oxychloride), C(C)C=1C(=C(C(NC1)=O)[N+](=O)[O-])O (5-ethyl-4-hydroxy-3-nitropyridin-2(1H)-one). Reagents/catalysts: [Cl-].C(C1=CC=CC=C1)[N+](CC)(CC)CC (benzyltriethylammonium chloride). Solvent: C(C)#N (acetonitrile). Reaction conditions: temperature 40 celsius, time 30 minute. Product: ClC1=C(C(NC=C1CC)=O)[N+](=O)[O-] (4-chloro-5-ethyl-3-nitropyridin-2(1H)-one). The yield is 72.7%. As a reaction SMILES: P(Cl)(Cl)([Cl:3])=O.[CH2:6]([C:8]1[C:9](O)=[C:10]([N+:15]([O-:17])=[O:16])[C:11](=[O:14])[NH:12][CH:13]=1)[CH3:7]>[Cl-].C([N+](CC)(CC)CC)C1C=CC=CC=1.C(#N)C>[Cl:3][C:9]1[C:8]([CH2:6][CH3:7])=[CH:13][NH:12][C:11](=[O:14])[C:10]=1[N+:15]([O-:17])=[O:16] |f:2.3|. Procedure details: Phosphorus oxychloride (6.7 ml, 39.1 mmoles) was added to a solution of compound 5b (3.00 g, 16.3 mmoles) and benzyltriethylammonium chloride (14.90 g, 65.2 mmoles) in acetonitrile (60 ml). The mixture obtained was agitated at 40° C. for 30 minutes and heated under reflux for 1 hour. After evaporation of the solvent, 60 ml of water was added and the mixture agitated at ambient temperature for 3 hours. The yellow precipitate was collected, washed with cyclohexane (3×6 ml) and dried to give compou...